From a dataset of the Open Reaction Database (ORD), a public repository of structured organic reaction records. describe an organic reaction: reactants, conditions, products, and yield The reactants are O1CCOC12CCC(CC2)\C=N\S(=O)C(C)(C)C ((E)-N-(1,4-dioxaspiro[4.5]decan-8-ylmethylene)-2-methylpropane-2-sulfinamide), C1CCOC1 (THF), [Cl-] (chloride). Reaction conditions: time 3 hour. Yields the product O1CCOC12CCC(CC2)C(C=C)NS(=O)C(C)(C)C (N-(1-(1,4-dioxaspiro[4.5]decan-8-yl)allyl)-2-methylpropane-2-sulfinamide). As a reaction SMILES: [O:1]1[C:5]2([CH2:10][CH2:9][CH:8](/[CH:11]=[N:12]/[S:13]([C:15]([CH3:18])([CH3:17])[CH3:16])=[O:14])[CH2:7][CH2:6]2)[O:4][CH2:3][CH2:2]1.[Cl-].[CH2:20]1COC[CH2:21]1>>[O:1]1[C:5]2([CH2:6][CH2:7][CH:8]([CH:11]([NH:12][S:13]([C:15]([CH3:18])([CH3:17])[CH3:16])=[O:14])[CH:20]=[CH2:21])[CH2:9][CH2:10]2)[O:4][CH2:3][CH2:2]1. Reported procedure: A solution (E)-N-(1,4-dioxaspiro[4.5]decan-8-ylmethylene)-2-methylpropane-2-sulfinamide (1.89 g, 5.53 mmol), prepared in Example 11, step A, in dry THF (48 mL) was treated with a solution of vinylmagnesiumm chloride (10.4 mL, 16.6 mmol, 1.6 N in THF) dropwise at ambient temperature under argon. After the complete addition, the reaction mixture was allowed to stir at room temperature and for 3 hours and then quenched at 0° C. by the cautious addition of saturated ammonium chloride solution. After... The reactants are C[O-], COCCOC, CO, ClC(Cl)Cl, Cc1cn(-c2nccc3ccccc23)cc1C(=O)Cl, Cl, N=C(N)N, [Na+], O. Yields the product Cl, Cc1cn(-c2nccc3ccccc23)cc1C(=O)NC(=N)N. Reaction SMILES: [CH3:1][O-:2].[CH3:28][O:29][CH2:30][CH2:31][O:32][CH3:33].[CH3:39][OH:40].[CH:34]([Cl:35])([Cl:36])[Cl:37].[Cl:9][C:10](=[O:11])[c:12]1[cH:13][n:14](-[c:18]2[n:19][cH:20][cH:21][c:22]3[cH:23][cH:24][cH:25][cH:26][c:27]23)[cH:15][c:16]1[CH3:17].[ClH:4].[NH2:5][C:6](=[NH:7])[NH2:8].[Na+:3].[OH2:38]>>[ClH:9].[NH:5]=[C:6]([NH:7][C:10](=[O:11])[c:12]1[cH:13][n:14](-[c:18]2[n:19][cH:20][cH:21][c:22]3[cH:23][cH:24][cH:25][cH:26][c:27]23)[cH:15][c:16]1[CH3:17])[NH2:8]. Reactants: CC(C)(C)OC(=O)n1nc(I)c2sc(COCc3ccccc3)cc21, CC(C)(C)OC(=O)n1c(B(O)O)cc2ccc(O[Si](C)(C)C(C)(C)C)cc21, CC(C)(C)OC(=O)n1c(B(O)O)cc2cc(O[Si](C)(C)C(C)(C)C)ccc21. Product: CC(C)(C)OC(=O)n1nc(-c2cc3ccc(O[Si](C)(C)C(C)(C)C)cc3n2C(=O)OC(C)(C)C)c2sc(COCc3ccccc3)cc21. Reaction SMILES: [C:1]([CH3:2])([CH3:3])([CH3:4])[O:5][C:6](=[O:7])[n:8]1[n:9][c:10]([I:25])[c:11]2[c:12]1[cH:13][c:14]([CH2:16][O:17][CH2:18][c:19]1[cH:20][cH:21][cH:22][cH:23][cH:24]1)[s:15]2.[C:26]([CH3:27])([CH3:28])([CH3:29])[Si:30]([O:31][c:32]1[cH:33][cH:34][c:35]2[cH:36][c:37]([B:48]([OH:49])[OH:50])[n:38]([C:41](=[O:42])[O:43][C:44]([CH3:45])([CH3:46])[CH3:47])[c:39]2[cH:40]1)([CH3:51])[CH3:52].[C:53]([Si:54]([CH3:55])([CH3:56])[O:57][c:58]1[cH:59][c:60]2[c:61]([cH:62][cH:63]1)[n:64]([C:65]([O:66][C:67]([CH3:68])([CH3:69])[CH3:70])=[O:71])[c:72]([B:73]([OH:74])[OH:75])[cH:76]2)([CH3:77])([CH3:78])[CH3:79]>>[C:1]([CH3:2])([CH3:3])([CH3:4])[O:5][C:6](=[O:7])[n:8]1[n:9][c:10](-[c:37]2[cH:36][c:35]3[cH:34][cH:33][c:32]([O:31][Si:30]([C:26]([CH3:27])([CH3:28])[CH3:29])([CH3:51])[CH3:52])[cH:40][c:39]3[n:38]2[C:41](=[O:42])[O:43][C:44]([CH3:45])([CH3:46])[CH3:47])[c:11]2[c:12]1[cH:13][c:14]([CH2:16][O:17][CH2:18][c:19]1[cH:20][cH:21][cH:22][cH:23][cH:24]1)[s:15]2. RXN SMILES: C[O:2][C:3]([C:5]1[C:9]([NH:10][C:11](=[O:15])[CH:12](Cl)[CH3:13])=[CH:8][S:7][CH:6]=1)=[O:4].[F:16][C:17]1[CH:22]=[CH:21][C:20]([C:23]2[CH:28]=[CH:27][C:26]([OH:29])=[CH:25][CH:24]=2)=[CH:19][CH:18]=1>>[F:16][C:17]1[CH:18]=[CH:19][C:20]([C:23]2[CH:28]=[CH:27][C:26]([O:29][CH:12]([CH3:13])[C:11]([NH:10][C:9]3[C:5]([C:3]([OH:2])=[O:4])=[CH:6][S:7][CH:8]=3)=[O:15])=[CH:25][CH:24]=2)=[CH:21][CH:22]=1. Procedure details: In analogy to Example 2, the title compound was prepared using rac-4-(2-chloro-propionylamino)-thiophene-3-carboxylic acid methyl ester and 4′-fluoro-biphenyl-4-ol. MS (m/e): 384.1 (M−H). Starting materials: COC(=O)C1=CSC=C1NC(C(C)Cl)=O (rac-4-(2-chloro-propionylamino)-thiophene-3-carboxylic acid methyl ester), FC1=CC=C(C=C1)C1=CC=C(C=C1)O (4′-fluoro-biphenyl-4-ol). The product is FC1=CC=C(C=C1)C1=CC=C(C=C1)OC(C(=O)NC=1C(=CSC1)C(=O)O)C (Rac-4-[2-(4′-Fluoro-biphenyl-4-yloxy)-propionylamino]-thiophene-3-carboxylic acid).